Task: describe an organic reaction: reactants, conditions, products, and yield. Dataset: the Open Reaction Database (ORD), a public repository of structured organic reaction records Reactants: C(CCC)=O (n-butyraldehyde), C(CCC)N (butylamine), [N+](=[N-])=CC(=O)OCC (ethyl diazoacetate), di-l-chlorobis(1,5-cyclooctadiene)diiridium(I). Solvent: O1CCCC1 (tetrahydrofuran). Conditions: temperature -5 celsius, time 3 hour. Yields the product C(CCC)N1C(C1CCC)C(=O)OCC (1-butyl-2-ethoxycarbonyl-3-propylaziridine). Isolated yield 74.0%. As a reaction SMILES: [CH:1](=O)[CH2:2][CH2:3][CH3:4].[CH2:6]([NH2:10])[CH2:7][CH2:8][CH3:9].[N+](=[CH:13][C:14]([O:16][CH2:17][CH3:18])=[O:15])=[N-]>O1CCCC1>[CH2:6]([N:10]1[CH:1]([CH2:2][CH2:3][CH3:4])[CH:13]1[C:14]([O:16][CH2:17][CH3:18])=[O:15])[CH2:7][CH2:8][CH3:9]. Procedure details: A small amount of a molecular sieve was added to a mixture of 0.5 mmol of n-butyraldehyde, 0.5 mmol of butylamine, 1 mmol of ethyl diazoacetate, 0.025 mmol of di-l-chlorobis(1,5-cyclooctadiene)diiridium(I) [Ir2Cl2(cod)2], and 0.5 ml of tetrahydrofuran. The resulting mixture was stirred at −5° C. in an argon atmosphere for 3 hours to yield 1-butyl-2-ethoxycarbonyl-3-propylaziridine in a yield of 74%. As a reaction SMILES: [C:1]([c:2]1[cH:3][cH:4][cH:5][cH:6][cH:7]1)([c:8]1[cH:9][cH:10][cH:11][cH:12][cH:13]1)([c:14]1[cH:15][cH:16][cH:17][cH:18][cH:19]1)[NH:20][c:21]1[s:22][cH:23][c:24]([C:26]([C:27](=[O:28])[O:29][CH2:30][CH3:31])=[N:32][OH:33])[n:25]1.[Na+:35].[O:36]1[CH2:37][CH2:38][O:39][CH2:40][CH2:41]1.[OH-:34]>>[C:1]([c:2]1[cH:3][cH:4][cH:5][cH:6][cH:7]1)([c:8]1[cH:9][cH:10][cH:11][cH:12][cH:13]1)([c:14]1[cH:15][cH:16][cH:17][cH:18][cH:19]1)[NH:20][c:21]1[s:22][cH:23][c:24]([C:26]([C:27](=[O:28])[O-:29])=[N:32][OH:33])[n:25]1.[Na+:35]. Yields the product O=C([O-])C(=NO)c1csc(NC(c2ccccc2)(c2ccccc2)c2ccccc2)n1, [Na+]. Starting materials: CCOC(=O)C(=NO)c1csc(NC(c2ccccc2)(c2ccccc2)c2ccccc2)n1, [Na+], C1COCCO1, [OH-]. The reactants are C1CCOC1, Cc1cc(F)ccc1Nc1ccc(C(=O)c2cc(OCC3COC(C)(C)O3)ccc2C)c([N+](=O)[O-])c1, Cl. The product is Cc1cc(F)ccc1Nc1ccc(C(=O)c2cc(OCC(O)CO)ccc2C)c([N+](=O)[O-])c1. RXN SMILES: [CH2:38]1[O:39][CH2:40][CH2:41][CH2:42]1.[CH3:1][C:2]1([CH3:36])[O:3][CH2:4][CH:5]([CH2:7][O:8][c:9]2[cH:10][cH:11][c:12]([CH3:35])[c:13]([C:15](=[O:16])[c:17]3[c:18]([N+:32](=[O:33])[O-:34])[cH:19][c:20]([NH:23][c:24]4[c:25]([CH3:31])[cH:26][c:27]([F:30])[cH:28][cH:29]4)[cH:21][cH:22]3)[cH:14]2)[O:6]1.[ClH:37]>>[OH:3][CH2:4][CH:5]([OH:6])[CH2:7][O:8][c:9]1[cH:10][cH:11][c:12]([CH3:35])[c:13]([C:15](=[O:16])[c:17]2[c:18]([N+:32](=[O:33])[O-:34])[cH:19][c:20]([NH:23][c:24]3[c:25]([CH3:31])[cH:26][c:27]([F:30])[cH:28][cH:29]3)[cH:21][cH:22]2)[cH:14]1.